From a dataset of the Open Reaction Database (ORD), a public repository of structured organic reaction records. describe an organic reaction: reactants, conditions, products, and yield Reactants: CC(C)(C)[Si](C)(C)Cl, CCOC(C)=O, CC(C)(O)COc1cc(N)nc(N2CCOCC2)n1, CN(C)C=O, c1c[nH]cn1. Yields the product CC(C)(COc1cc(N)nc(N2CCOCC2)n1)O[Si](C)(C)C(C)(C)C. RXN SMILES: [C:25]([CH3:26])([CH3:27])([CH3:28])[Si:29]([CH3:30])([CH3:31])[Cl:32].[CH3:33][CH2:34][O:35][C:36](=[O:37])[CH3:38].[NH2:1][c:2]1[cH:3][c:4]([O:14][CH2:15][C:16]([CH3:17])([OH:18])[CH3:19])[n:5][c:6]([N:8]2[CH2:9][CH2:10][O:11][CH2:12][CH2:13]2)[n:7]1.[O:39]=[CH:40][N:41]([CH3:42])[CH3:43].[nH:20]1[cH:21][cH:22][n:23][cH:24]1>>[NH2:1][c:2]1[cH:3][c:4]([O:14][CH2:15][C:16]([CH3:17])([O:18][Si:29]([C:25]([CH3:26])([CH3:27])[CH3:28])([CH3:30])[CH3:31])[CH3:19])[n:5][c:6]([N:8]2[CH2:9][CH2:10][O:11][CH2:12][CH2:13]2)[n:7]1. Reactants: [H][H] (hydrogen), (S,S)-ethylene-1,2-bis(η5 -4,5,6,7-tetrahydro-1-indenyl)titanium (S)-1,1'- binaphth-2,2'-diolate, C(CCC)[Li] (n-butyllithium), C1(=CC=CC=C1)[SiH3] (Phenylsilane), CC1=CCCC2=CC=CC=C12 (1-methyl-3,4-dihydronaphthalene). Run in C1CCOC1 (THF). Run at temperature 0 celsius, time 10 minute. The product is CC1CCCC2=CC=CC=C12 (1-methyl-1,2,3,4-tetrahydronaphthalene). Yield: 70.1%. Reaction SMILES: C([Li])CCC.C1([SiH3])C=CC=CC=1.[CH3:13][C:14]1[C:23]2[C:18](=[CH:19][CH:20]=[CH:21][CH:22]=2)[CH2:17][CH2:16][CH:15]=1.[H][H]>C1COCC1>[CH3:13][CH:14]1[C:23]2[C:18](=[CH:19][CH:20]=[CH:21][CH:22]=2)[CH2:17][CH2:16][CH2:15]1. Procedure details: In a dry sealable Schlenk flask under an argon atmosphere 0.059 g (0.099 mmol) (S,S)-ethylene-1,2-bis(η5 -4,5,6,7-tetrahydro-1-indenyl)titanium (S)-1,1'- binaphth-2,2'-diolate was dissolved in THF (10 mL). The vessel was degassed by exposure to vacuum (2 x~10 sec), put under an atmosphere of hydrogen and subsequently cooled to 0° C. in an ice water bath. After equilibration, a solution of n-butyllithium (0.125 mL, 1.58M in hexanes, 0.196 mmol, 1.96 equiv) was added and the mixture was allowed to...